The task is: describe an organic reaction: reactants, conditions, products, and yield. This data is from the Open Reaction Database (ORD), a public repository of structured organic reaction records. The reactants are [Al+3], COC(=O)Cc1ccc(O[Si](C)(C)C(C)(C)C)cc1, CCOCC, [H-], [H-], [H-], [H-], [Li+]. Yields the product CC(C)(C)[Si](C)(C)Oc1ccc(CCO)cc1. RXN SMILES: [Al+3:2].[C:7]([CH3:8])([CH3:9])([CH3:10])[Si:11]([O:12][c:13]1[cH:14][cH:15][c:16]([CH2:19][C:20](=[O:21])[O:22][CH3:23])[cH:17][cH:18]1)([CH3:24])[CH3:25].[CH3:26][CH2:27][O:28][CH2:29][CH3:30].[H-:1].[H-:4].[H-:5].[H-:6].[Li+:3]>>[C:7]([CH3:8])([CH3:9])([CH3:10])[Si:11]([O:12][c:13]1[cH:14][cH:15][c:16]([CH2:19][CH2:20][OH:21])[cH:17][cH:18]1)([CH3:24])[CH3:25].